Dataset: the Open Reaction Database (ORD), a public repository of structured organic reaction records. Task: describe an organic reaction: reactants, conditions, products, and yield The reactants are BrC1=C(OC(=CC1=O)C1=C(C=CC=C1)Cl)C(=O)OCC (ethyl 3-bromo-6-(2-chlorophenyl)-4-oxo-4H-pyran-2-carboxylate), B(Br)(Br)Br (boron tribromide). Solvent: ClCCl (dichloromethane). The product is BrC1=C(OC(=CC1=O)C1=C(C=CC=C1)Cl)C(=O)O (3-Bromo-6-(2-chlorophenyl)-4-oxo-4H-pyran-2-carboxylic acid). Reaction SMILES: [Br:1][C:2]1[C:7](=[O:8])[CH:6]=[C:5]([C:9]2[CH:14]=[CH:13][CH:12]=[CH:11][C:10]=2[Cl:15])[O:4][C:3]=1[C:16]([O:18]CC)=[O:17].B(Br)(Br)Br>ClCCl>[Br:1][C:2]1[C:7](=[O:8])[CH:6]=[C:5]([C:9]2[CH:14]=[CH:13][CH:12]=[CH:11][C:10]=2[Cl:15])[O:4][C:3]=1[C:16]([OH:18])=[O:17]. Procedure: A stirred solution of ethyl 3-bromo-6-(2-chlorophenyl)-4-oxo-4H-pyran-2-carboxylate (2.3 g) and boron tribromide (2.5 ml) in dichloromethane (25 ml) was heated under reflux for 4 hours. A tan solid precipitated out. Water (25 ml) was added to the cooled mixture and the yellow solid was filtered off. Recrystallisation from glacial acetic acid yielded the title product as off-white needles (mp 205°-207° C. with decomposition). The reactants are CC1=NSC(=C1Br)N (3-methyl-4-bromo-5-aminoisothiazole), C(#N)[S-].[K+] (KSCN). The solvent is CO (methanol). Yields the product CC1=NSC(=C1SC#N)N (3-Methyl-4-thiocyanato-5-aminoisothiazole). Reaction SMILES: [CH3:1][C:2]1[C:6](Br)=[C:5]([NH2:8])[S:4][N:3]=1.[C:9]([S-:11])#[N:10].[K+]>CO>[CH3:1][C:2]1[C:6]([S:11][C:9]#[N:10])=[C:5]([NH2:8])[S:4][N:3]=1 |f:1.2|. Reported procedure: 386 g of 3-methyl-4-bromo-5-aminoisothiazole and 200 g of KSCN in methanol are refluxed for 6 hours. The product crystallizes out on cooling. 800 ml of water are added and the product is filtered off under suction and washed with water.